The task is: describe an organic reaction: reactants, conditions, products, and yield. This data is from the Open Reaction Database (ORD), a public repository of structured organic reaction records. The reactants are Cc1cc(C)c(Br)c(C)c1, O=C(OOC(=O)c1ccccc1)c1ccccc1, ClC(Cl)(Cl)Cl, O=C1CCC(=O)N1Br. Product: COCc1cc(C)c(Br)c(C)c1. RXN SMILES: [Br:1][c:2]1[c:3]([CH3:10])[cH:4][c:5]([CH3:9])[cH:6][c:7]1[CH3:8].[C:19]([O:20][O:21][C:22](=[O:23])[c:24]1[cH:25][cH:26][cH:27][cH:28][cH:29]1)(=[O:30])[c:31]1[cH:32][cH:33][cH:34][cH:35][cH:36]1.[C:37]([Cl:38])([Cl:39])([Cl:40])[Cl:41].[O:11]=[C:12]1[N:13]([Br:14])[C:15](=[O:16])[CH2:17][CH2:18]1>>[Br:1][c:2]1[c:3]([CH3:10])[cH:4][c:5]([CH2:9][O:11][CH3:12])[cH:6][c:7]1[CH3:8]. The reactants are CN(C=O)C (dimethylformamide), Cl.ClCC1CN(CCC1)C (3-chloromethyl-1-methylpiperidine hydrochloride), C([O-])([O-])=O.[K+].[K+] (potassium carbonate), NC1=C(C=C(OC2=CC=NC3=CC(=C(C=C23)C#N)O)C=C1)F (4-(4-amino-3-fluorophenoxy)-6-cyano-7-hydroxyquinoline). The solvent is C(C)(=O)OCC (ethyl acetate), O (Water). Reaction conditions: temperature 20 celsius, time 3 hour. Product: NC1=C(C=C(OC2=CC=NC3=CC(=C(C=C23)C#N)OCC2CN(CCC2)C)C=C1)F (4-(4-Amino-3-fluorophenoxy)-7-(1-methylpiperidin-3-ylmethoxy)quinoline-6-carbonitrile). Isolated yield 10.9%. RXN SMILES: CN(C)C=O.Cl.Cl[CH2:8][CH:9]1[CH2:14][CH2:13][CH2:12][N:11]([CH3:15])[CH2:10]1.C(=O)([O-])[O-].[K+].[K+].[NH2:22][C:23]1[CH:42]=[CH:41][C:26]([O:27][C:28]2[C:37]3[C:32](=[CH:33][C:34]([OH:40])=[C:35]([C:38]#[N:39])[CH:36]=3)[N:31]=[CH:30][CH:29]=2)=[CH:25][C:24]=1[F:43]>C(OCC)(=O)C.O>[NH2:22][C:23]1[CH:42]=[CH:41][C:26]([O:27][C:28]2[C:37]3[C:32](=[CH:33][C:34]([O:40][CH2:8][CH:9]4[CH2:14][CH2:13][CH2:12][N:11]([CH3:15])[CH2:10]4)=[C:35]([C:38]#[N:39])[CH:36]=3)[N:31]=[CH:30][CH:29]=2)=[CH:25][C:24]=1[F:43] |f:1.2,3.4.5|. Reported procedure: After adding dimethylformamide (4 ml), 3-chloromethyl-1-methylpiperidine hydrochloride (621 mg) and potassium carbonate (840 mg) to 4-(4-amino-3-fluorophenoxy)-6-cyano-7-hydroxyquinoline (400 mg), the mixture was stirred at 20° C. for 3 hours. Water was added to the reaction solution, extraction was performed with ethyl acetate, the organic layer was washed with water and saturated saline in that order and dried over anhydrous sodium sulfate, and the solvent was distilled off under reduced press... Starting materials: ClCCl, O=C(O)C(F)(F)F, CC(C)(C)OC(=O)CCOCCc1cccc2ccccc12. Yields the product O=C(O)CCOCCc1cccc2ccccc12. As a reaction SMILES: [Cl:30][CH2:31][Cl:32].[OH:23][C:24]([C:25]([F:26])([F:27])[F:28])=[O:29].[c:1]1([CH2:11][CH2:12][O:13][CH2:14][CH2:15][C:16](=[O:17])[O:18][C:19]([CH3:20])([CH3:21])[CH3:22])[cH:2][cH:3][cH:4][c:5]2[cH:6][cH:7][cH:8][cH:9][c:10]12>>[c:1]1([CH2:11][CH2:12][O:13][CH2:14][CH2:15][C:16](=[O:17])[OH:18])[cH:2][cH:3][cH:4][c:5]2[cH:6][cH:7][cH:8][cH:9][c:10]12. Reactants: Cl (hydrogen chloride), O1C=C(C2=C1C=CC=C2)CCN2CCC(CC2)NC(OC(C)(C)C)=O (Tert-butyl 1-[2-(benzofuran-3-yl)ethyl]-4-piperidylcarbamate). The product is O1C=C(C2=C1C=CC=C2)CCN2CCC(CC2)N (1-[2-(Benzofuran-3-yl)ethyl]-4-piperidinamine). Procedure details: 235 ml of a 2.9N ethanolic hydrogen chloride solution are added to a solution of 21 g of the product obtained in Step A in 786 ml of ethanol. After 3 hours at 70° C. and then 16 hours at room temperature, the reaction mixture is concentrated under reduced pressure. The residue is taken up in 150 ml of water. The expected product is precipitated by the addition of 20% sodium hydroxide solution. RXN SMILES: Cl.[O:2]1[C:6]2[CH:7]=[CH:8][CH:9]=[CH:10][C:5]=2[C:4]([CH2:11][CH2:12][N:13]2[CH2:18][CH2:17][CH:16]([NH:19]C(=O)OC(C)(C)C)[CH2:15][CH2:14]2)=[CH:3]1>C(O)C>[O:2]1[C:6]2[CH:7]=[CH:8][CH:9]=[CH:10][C:5]=2[C:4]([CH2:11][CH2:12][N:13]2[CH2:14][CH2:15][CH:16]([NH2:19])[CH2:17][CH2:18]2)=[CH:3]1. Run at time 3 hour. The solvent is C(C)O (ethanol). Reactants: O=Cc1cccc(Br)c1, CC(C)(C)[O-], CC#N, [Cl-], [K+], [NH4+]. The product is N#CCC(O)c1cccc(Br)c1. RXN SMILES: [Br:10][c:11]1[cH:12][c:13]([CH:14]=[O:15])[cH:16][cH:17][cH:18]1.[CH3:1][C:2]([CH3:3])([O-:4])[CH3:5].[CH3:7][C:8]#[N:9].[Cl-:19].[K+:6].[NH4+:20]>>[CH2:7]([C:8]#[N:9])[CH:14]([c:13]1[cH:12][c:11]([Br:10])[cH:18][cH:17][cH:16]1)[OH:15]. Reactants: BrCc1ccncc1, CC(C)(C)OC(=O)N1CCC2(CCNCC2)CC1, Cl, [H-], [Na+], CN(C)C=O. Yields the product CC(C)(C)OC(=O)N1CCC2(CCN(Cc3ccncc3)CC2)CC1. RXN SMILES: [Br:21][CH2:22][c:23]1[cH:24][cH:25][n:26][cH:27][cH:28]1.[C:3]([CH3:4])([CH3:5])([CH3:6])[O:7][C:8](=[O:9])[N:10]1[CH2:11][CH2:12][C:13]2([CH2:14][CH2:15]1)[CH2:16][CH2:17][NH:18][CH2:19][CH2:20]2.[ClH:29].[H-:2].[Na+:1].[O:30]=[CH:31][N:32]([CH3:33])[CH3:34]>>[C:3]([CH3:4])([CH3:5])([CH3:6])[O:7][C:8](=[O:9])[N:10]1[CH2:11][CH2:12][C:13]2([CH2:14][CH2:15]1)[CH2:16][CH2:17][N:18]([CH2:22][c:23]1[cH:24][cH:25][n:26][cH:27][cH:28]1)[CH2:19][CH2:20]2. Starting materials: ClC1=CC(=C(C=C1O)N1N=C(N(C1=O)CCCF)C)F (1-(4-chloro-2-fluoro-5-hydroxyphenyl)-4-(3-fluoropropyl)-4,5-dihydro-3-methyl-1,2,4-triazol-5(1H)-one), C(C#C)Br (propargyl bromide), C([O-])([O-])=O.[K+].[K+] (potassium carbonate). Solvent: CC(=O)C (acetone). Yields the product ClC1=CC(=C(C=C1OCC#C)N1N=C(N(C1=O)CCCF)C)F (1-(4-chloro-2-fluoro-5-propargyloxyphenyl)-4-(3-fluoropropyl)-4,5-dihydro-3-methyl-1,2,4-triazol-5(1H)-one). The yield is 61.5%. As a reaction SMILES: [Cl:1][C:2]1[C:7]([OH:8])=[CH:6][C:5]([N:9]2[C:13](=[O:14])[N:12]([CH2:15][CH2:16][CH2:17][F:18])[C:11]([CH3:19])=[N:10]2)=[C:4]([F:20])[CH:3]=1.[CH2:21](Br)[C:22]#[CH:23].C(=O)([O-])[O-].[K+].[K+]>CC(C)=O>[Cl:1][C:2]1[C:7]([O:8][CH2:23][C:22]#[CH:21])=[CH:6][C:5]([N:9]2[C:13](=[O:14])[N:12]([CH2:15][CH2:16][CH2:17][F:18])[C:11]([CH3:19])=[N:10]2)=[C:4]([F:20])[CH:3]=1 |f:2.3.4|. Procedure details: A stirred solution of 0.5 g (0.002 mole) of 1-(4-chloro-2-fluoro-5-hydroxyphenyl)-4-(3-fluoropropyl)-4,5-dihydro-3-methyl-1,2,4-triazol-5(1H)-one, 0.43 g (0.004 mole) of propargyl bromide and 0.33 g (0.002 mole) of potassium carbonate in 20 mL of acetone was heated under reflux for 5 hours. The reaction mixture was cooled to ambient temperature and filtered. The filtrate was concentrated under reduced pressure to a residual oil. The residual oil was subjected to column chromatography on silica g...